From a dataset of the Open Reaction Database (ORD), a public repository of structured organic reaction records. describe an organic reaction: reactants, conditions, products, and yield The reactants are Br, CCN(CC)CCn1c(O)nc2ccc(OC)nc21. Yields the product CCN(CC)CCn1c(O)nc2ccc(O)nc21. Reaction SMILES: [BrH:20].[CH2:1]([CH3:2])[N:3]([CH2:4][CH2:5][n:6]1[c:7]([OH:17])[n:8][c:9]2[c:10]1[n:11][c:12]([O:15][CH3:16])[cH:13][cH:14]2)[CH2:18][CH3:19]>>[CH2:1]([CH3:2])[N:3]([CH2:4][CH2:5][n:6]1[c:7]([OH:17])[n:8][c:9]2[c:10]1[n:11][c:12]([OH:15])[cH:13][cH:14]2)[CH2:18][CH3:19]. Starting materials: ClCCl, OCc1cc(F)c(Cl)nc1Cl, ClC(Cl)Cl, [Na+], O=C([O-])O, BrP(Br)Br. The product is Fc1cc(CBr)c(Cl)nc1Cl. Reaction SMILES: [Cl:16][CH2:17][Cl:18].[Cl:1][c:2]1[n:3][c:4]([Cl:11])[c:5]([F:10])[cH:6][c:7]1[CH2:8][OH:9].[Cl:24][CH:25]([Cl:26])[Cl:27].[Na+:23].[O-:19][C:20]([OH:21])=[O:22].[P:12]([Br:13])([Br:14])[Br:15]>>[Cl:1][c:2]1[n:3][c:4]([Cl:11])[c:5]([F:10])[cH:6][c:7]1[CH2:8][Br:13]. Reactants: C(=O)N1CCCC12CN(CC2)C2=CC(=C(C=C2)NC=2N=CC1=C(N2)C(=C(S1)C(=O)N)C1=C(C=CC=C1)OC)OC(C)C (2-{[4-(1-formyl-1,7-diazaspiro[4.4]non-7-yl)-2-(propan-2-yloxy)phenyl]amino}-7-(2-methoxyphenyl)thieno[3,2-d]pyrimidine-6-carboxamide), [OH-].[Na+] (sodium hydroxide), O (water). The solvent is CO (methanol). Conditions: time 3 hour. Yields the product N1CCCC12CN(CC2)C2=CC(=C(C=C2)NC=2N=CC1=C(N2)C(=C(S1)C(=O)O)C1=C(C=CC=C1)OC)OC(C)C (2-{[4-(1,7-diazaspiro[4.4]non-7-yl)-2-(propan-2-yloxy)phenyl]amino}-7-(2-methoxyphenyl)thieno[3,2-d]pyrimidine-6-carboxylic acid). Reaction SMILES: C([N:3]1[C:7]2([CH2:11][CH2:10][N:9]([C:12]3[CH:17]=[CH:16][C:15]([NH:18][C:19]4[N:20]=[CH:21][C:22]5[S:27][C:26]([C:28](N)=[O:29])=[C:25]([C:31]6[CH:36]=[CH:35][CH:34]=[CH:33][C:32]=6[O:37][CH3:38])[C:23]=5[N:24]=4)=[C:14]([O:39][CH:40]([CH3:42])[CH3:41])[CH:13]=3)[CH2:8]2)[CH2:6][CH2:5][CH2:4]1)=O.[OH-:43].[Na+].O>CO>[NH:3]1[C:7]2([CH2:11][CH2:10][N:9]([C:12]3[CH:17]=[CH:16][C:15]([NH:18][C:19]4[N:20]=[CH:21][C:22]5[S:27][C:26]([C:28]([OH:43])=[O:29])=[C:25]([C:31]6[CH:36]=[CH:35][CH:34]=[CH:33][C:32]=6[O:37][CH3:38])[C:23]=5[N:24]=4)=[C:14]([O:39][CH:40]([CH3:42])[CH3:41])[CH:13]=3)[CH2:8]2)[CH2:6][CH2:5][CH2:4]1 |f:1.2|. Procedure details: A mixture of 76 mg of 2-{[4-(1-formyl-1,7-diazaspiro[4.4]non-7-yl)-2-(propan-2-yloxy)phenyl]amino}-7-(2-methoxyphenyl)thieno[3,2-d]pyrimidine-6-carboxamide and 2 ml of 5N sodium hydroxide in 15 ml of methanol is stirred at ambient temperature for 3 hours, and then maintained at reflux for 1 h 30. The mixture is stirred at AT for 15 h and then again maintained at reflux for 5 h 30. The reaction medium is then run into 20 ml of water and then the methanol is eliminated by concentration under reduc... Reported procedure: Methyl 2-methyl-2-phenylpropanoate (10.8 g, 60.6 mmol, Eq: 1.00) in tetrahydrofuran (193 ml) was cooled to 0° C., lithium aluminium hydride was added (30.3 ml, 60.6 mmol, Eq: 1.00) via a syringe over 5 minutes. The mixture was stirred at 0° C. for 3 hours, and 2.3 ml water was added over 2 minutes. The mixture was stirred for 10 minutes, 2.3 ml 1N NaOH was added, the mixture was stirred for 5 minutes (a gel forms), 7 ml water was added, the mixture was stirred for 15 minutes, filtered through a ... Reaction conditions: temperature 0 celsius, time 3 hour. The product is CC(C(C)C1=CC=CC=C1)O (methyl-2-phenyl-propan-1-ol). RXN SMILES: C[C:2]([C:8]1[CH:13]=[CH:12][CH:11]=[CH:10][CH:9]=1)([CH3:7])[C:3]([O:5]C)=O.[H-].[Al+3].[Li+].[H-].[H-].[H-].O.[OH-].[Na+].O1CCC[CH2:24]1>>[CH3:24][CH:3]([OH:5])[CH:2]([C:8]1[CH:9]=[CH:10][CH:11]=[CH:12][CH:13]=1)[CH3:7] |f:1.2.3.4.5.6,8.9|. Starting materials: [OH-].[Na+] (NaOH), CC(C(=O)OC)(C)C1=CC=CC=C1 (Methyl 2-methyl-2-phenylpropanoate), O1CCCC1 (tetrahydrofuran), [H-].[Al+3].[Li+].[H-].[H-].[H-] (lithium aluminium hydride), O (water), O (water). Isolated yield 99.0%.